This data is from the Open Reaction Database (ORD), a public repository of structured organic reaction records. The task is: describe an organic reaction: reactants, conditions, products, and yield The reactants are C(C)(C)(C)C=1C=C(N(N1)C1=CC=C(C=C1)CO)NC(=O)N[C@H]1CC[C@H](C2=CC=CC=C12)OC=1C=CC=2N(C1)C(=NN2)N2CCCCC2 (1-[5-tert-Butyl-2-(4-hydroxymethyl-phenyl)-2H-pyrazol-3-yl]-3-[(1S,4R)-4-(3-piperidin-1-yl-[1,2,4]triazolo[4,3-a]pyridin-6-yloxy)-1,2,3,4-tetrahydro-naphthalen-1-yl]-urea), CCN(C(C)C)C(C)C (DIPEA), CS(=O)(=O)Cl (methanesulfonyl chloride), CCN(C(C)C)C(C)C (DIPEA), CS(=O)(=O)Cl (methanesulfonyl chloride). The solvent is C(Cl)Cl (DCM). Reaction conditions: time 2 hour. The product is C(C)(C)(C)C=1C=C(N(N1)C1=CC=C(C=C1)CCl)NC(=O)N[C@H]1CC[C@H](C2=CC=CC=C12)OC=1C=CC=2N(C1)C(=NN2)N2CCCCC2 (1-[5-tert-Butyl-2-(4-chloromethyl-phenyl)-2H-pyrazol-3-yl]-3-[(1S,4R)-4-(3-piperidin-1-yl-[1,2,4]triazolo[4,3-a]pyridin-6-yloxy)-1,2,3,4-tetrahydro-naphthalen-1-yl]-urea). RXN SMILES: [C:1]([C:5]1[CH:6]=[C:7]([NH:18][C:19]([NH:21][C@@H:22]2[C:31]3[C:26](=[CH:27][CH:28]=[CH:29][CH:30]=3)[C@H:25]([O:32][C:33]3[CH:34]=[CH:35][C:36]4[N:37]([C:39]([N:42]5[CH2:47][CH2:46][CH2:45][CH2:44][CH2:43]5)=[N:40][N:41]=4)[CH:38]=3)[CH2:24][CH2:23]2)=[O:20])[N:8]([C:10]2[CH:15]=[CH:14][C:13]([CH2:16]O)=[CH:12][CH:11]=2)[N:9]=1)([CH3:4])([CH3:3])[CH3:2].CCN(C(C)C)C(C)C.CS([Cl:61])(=O)=O>C(Cl)Cl>[C:1]([C:5]1[CH:6]=[C:7]([NH:18][C:19]([NH:21][C@@H:22]2[C:31]3[C:26](=[CH:27][CH:28]=[CH:29][CH:30]=3)[C@H:25]([O:32][C:33]3[CH:34]=[CH:35][C:36]4[N:37]([C:39]([N:42]5[CH2:47][CH2:46][CH2:45][CH2:44][CH2:43]5)=[N:40][N:41]=4)[CH:38]=3)[CH2:24][CH2:23]2)=[O:20])[N:8]([C:10]2[CH:15]=[CH:14][C:13]([CH2:16][Cl:61])=[CH:12][CH:11]=2)[N:9]=1)([CH3:4])([CH3:3])[CH3:2]. Procedure details: To an ice-bath cooled solution of Intermediate 106a (150 mg, 0.25 mmol) in DCM (3 mL) was added DIPEA (107 μL, 0.61 mmol) followed by methanesulfonyl chloride (29 μL, 0.37 mmol). The reaction mixture was stirred for 2 h. After warming to RT, additional amount of DIPEA (65 μL) and methanesulfonyl chloride (30 μL) were added and stirring was continued for 2 h. The reaction mixture was partitioned between DCM and water. The aqueous phase was extracted with DCM (×3) and the combined organic layers w... Starting materials: Clc1nc2ccccc2[nH]1, [H-], CI, [Na+], CN(C)C=O, O. The product is Cn1c(Cl)nc2ccccc21. As a reaction SMILES: [Cl:1][c:2]1[n:3][c:4]2[c:5]([nH:6]1)[cH:7][cH:8][cH:9][cH:10]2.[H-:12].[I:13][CH3:14].[Na+:11].[O:15]=[CH:16][N:17]([CH3:18])[CH3:19].[OH2:20]>>[Cl:1][c:2]1[n:3][c:4]2[c:5]([n:6]1[CH3:14])[cH:7][cH:8][cH:9][cH:10]2. The reactants are C(#N)C1=NC=CC(=C1)CCCC(=O)OC (2-Cyano-4-(3-methoxycarbonylpropyl)pyridine). The reagents and catalysts are [Pd] (palladium on charcoal). Run in CO (methanol). Yields the product NCC1=NC=CC(=C1)CCCC(=O)OC (2-aminomethyl-4-(3-methoxycarbonylpropyl)pyridine). RXN SMILES: [C:1]([C:3]1[CH:8]=[C:7]([CH2:9][CH2:10][CH2:11][C:12]([O:14][CH3:15])=[O:13])[CH:6]=[CH:5][N:4]=1)#[N:2]>CO.[Pd]>[NH2:2][CH2:1][C:3]1[CH:8]=[C:7]([CH2:9][CH2:10][CH2:11][C:12]([O:14][CH3:15])=[O:13])[CH:6]=[CH:5][N:4]=1. Procedure details: 2-Cyano-4-(3-methoxycarbonylpropyl)pyridine (0.83 g) is hydrogenated at 3 atmospheres for 3 hours in 9 ml of methanol with 0.4 g of 10% palladium on charcoal. Filtration, evaporation, and preparative thin layer chromatography on silica gel with 1:1 methanol-ethyl acetate yields 2-aminomethyl-4-(3-methoxycarbonylpropyl)pyridine; Rf, 0.37 (EtOAc-MeOH 1:1, 1% NH4OH); NMR (CDCl3) 3.67 (s, 3 H), 4.15 (s, 2 H). Starting materials: S1C=C(C2=C1C=CC=C2)C=O (1-Benzothiophene-3-carbaldehyde), C(C)OCC (diethyl ether), N1=C(C=CC=C1)N1CCNCC1 (1-(2-pyridinyl)piperazine), C(C)(=O)O[BH-](OC(C)=O)OC(C)=O.[Na+] (sodium triacetoxyborohydride). Solvent: ClCCCl (1,2-dichloroethane). Run at temperature 0 celsius, time 1 hour. Product: S1C=C(C2=C1C=CC=C2)CN2CCN(CC2)C2=NC=CC=C2 (1-(1-benzothien-3-ylmethyl)-4-(2-pyridinyl)piperazine). As a reaction SMILES: [S:1]1[C:5]2[CH:6]=[CH:7][CH:8]=[CH:9][C:4]=2[C:3]([CH:10]=O)=[CH:2]1.[N:12]1[CH:17]=[CH:16][CH:15]=[CH:14][C:13]=1[N:18]1[CH2:23][CH2:22][NH:21][CH2:20][CH2:19]1.C(O[BH-](OC(=O)C)OC(=O)C)(=O)C.[Na+].C(OCC)C>ClCCCl>[S:1]1[C:5]2[CH:6]=[CH:7][CH:8]=[CH:9][C:4]=2[C:3]([CH2:10][N:21]2[CH2:22][CH2:23][N:18]([C:13]3[CH:14]=[CH:15][CH:16]=[CH:17][N:12]=3)[CH2:19][CH2:20]2)=[CH:2]1 |f:2.3|. Reported procedure: 1-Benzothiophene-3-carbaldehyde (6.17 mmole), 1-(2-pyridinyl)piperazine (6.17 mmole), and sodium triacetoxyborohydride (9.26 mmole) were combined in 25 mL of 1,2-dichloroethane and stirred at 0° C. for one hour. The mixture was allowed to warm to room temperature and stir for 12 hours. The mixture was poured into a diethyl ether:dichloromethane mixture and washed with a solution of saturated aqueous NaCl made basic with sodium hydroxide solution. The organic phase was dried over sodium sulfate, ... Conditions: temperature 90 celsius. As a reaction SMILES: Br[C:2]1[S:3][C:4]2[C:10]([C:11]3[CH:16]=[CH:15][C:14]([Cl:17])=[CH:13][CH:12]=3)=[C:9]([C@H:18]([O:24][C:25]([CH3:28])([CH3:27])[CH3:26])[C:19]([O:21][CH2:22][CH3:23])=[O:20])[C:8]([CH3:29])=[CH:7][C:5]=2[N:6]=1.[Cl-].[Li+].[Cl:32][C:33]1[N:38]=[C:37]([Sn](CCCC)(CCCC)CCCC)[CH:36]=[CH:35][N:34]=1>O1CCOCC1.C1C=CC([P]([Pd]([P](C2C=CC=CC=2)(C2C=CC=CC=2)C2C=CC=CC=2)([P](C2C=CC=CC=2)(C2C=CC=CC=2)C2C=CC=CC=2)[P](C2C=CC=CC=2)(C2C=CC=CC=2)C2C=CC=CC=2)(C2C=CC=CC=2)C2C=CC=CC=2)=CC=1.[Cu]I>[C:25]([O:24][C@@H:18]([C:9]1[C:8]([CH3:29])=[CH:7][C:5]2[N:6]=[C:2]([C:35]3[CH:36]=[CH:37][N:38]=[C:33]([Cl:32])[N:34]=3)[S:3][C:4]=2[C:10]=1[C:11]1[CH:16]=[CH:15][C:14]([Cl:17])=[CH:13][CH:12]=1)[C:19]([O:21][CH2:22][CH3:23])=[O:20])([CH3:28])([CH3:27])[CH3:26] |f:1.2,^1:61,63,82,101|. Run in O1CCOCC1 (1,4-dioxane). Product: C(C)(C)(C)O[C@H](C(=O)OCC)C1=C(C2=C(N=C(S2)C2=NC(=NC=C2)Cl)C=C1C)C1=CC=C(C=C1)Cl ((S)-ethyl 2-tert-butoxy-2-(7-(4-chlorophenyl)-2-(2-chloropyrimidin-4-yl)-5-methylbenzo[d]thiazol-6-yl)acetate). Procedure: (S)-ethyl 2-(2-bromo-7-(4-chlorophenyl)-5-methylbenzo[d]thiazol-6-yl)-2-tert-butoxyacetate (500 mg, 1.01 mmol), tetrakis(triphenylphosphine)palladium(0) (174 mg, 0.15 mmol), lithium chloride (128 mg, 3.02 mmol), and copper(I) iodide (57.5 mg, 0.3 mmol) were taken in a microwave vial, and the vial was vacuum pumped and flushed with argon three times. To this mixture was added 2-chloro-4-(tributyl)stannyl pyrimidine (447 mg, 1.11 mmol) in 1,4-dioxane (10 mL). The reaction mixture was heated at 90°... Reagents/catalysts: C=1C=CC(=CC1)[P](C=2C=CC=CC2)(C=3C=CC=CC3)[Pd]([P](C=4C=CC=CC4)(C=5C=CC=CC5)C=6C=CC=CC6)([P](C=7C=CC=CC7)(C=8C=CC=CC8)C=9C=CC=CC9)[P](C=1C=CC=CC1)(C=1C=CC=CC1)C=1C=CC=CC1 (tetrakis(triphenylphosphine)palladium(0)), [Cu]I (copper(I) iodide). The reactants are BrC=1SC2=C(N1)C=C(C(=C2C2=CC=C(C=C2)Cl)[C@@H](C(=O)OCC)OC(C)(C)C)C ((S)-ethyl 2-(2-bromo-7-(4-chlorophenyl)-5-methylbenzo[d]thiazol-6-yl)-2-tert-butoxyacetate), [Cl-].[Li+] (lithium chloride), ClC1=NC=CC(=N1)[Sn](CCCC)(CCCC)CCCC (2-chloro-4-(tributyl)stannyl pyrimidine).